This data is from the Open Reaction Database (ORD), a public repository of structured organic reaction records. The task is: describe an organic reaction: reactants, conditions, products, and yield Starting materials: Cl.O1C(=CC=C1)C(C#N)N (alpha-(2-furyl)-alpha-aminoacetonitrile hydrochloride), CC1=NSC=C1C(=O)Cl (3-methylisothiazole-4-carboxylic acid chloride). The solvent is N1=CC=CC=C1 (pyridine). Yields the product C(#N)C(C1=CC=CO1)NC(=O)C=1C(=NSC1)C (N-(alpha-cyanofurfuryl)-3-methylisothiazole-4-carboxylic acid amide). Yield: 71.3%. RXN SMILES: Cl.[O:2]1[CH:6]=[CH:5][CH:4]=[C:3]1[CH:7]([NH2:10])[C:8]#[N:9].[CH3:11][C:12]1[C:16]([C:17](Cl)=[O:18])=[CH:15][S:14][N:13]=1>N1C=CC=CC=1>[C:8]([CH:7]([NH:10][C:17]([C:16]1[C:12]([CH3:11])=[N:13][S:14][CH:15]=1)=[O:18])[C:3]1[O:2][CH:6]=[CH:5][CH:4]=1)#[N:9] |f:0.1|. Reported procedure: 1.2 g of alpha-(2-furyl)-alpha-aminoacetonitrile hydrochloride was dissolved in 10 ml of pyridine, and with stirring at room temperature, 1.1 g of 3-methylisothiazole-4-carboxylic acid chloride was added dropwise. After the dropwise addition, the mixture was stirred for 1 hour, and distilled under reduced pressure to remove pyridine. The residue was dissolved in ethyl acetate, separated, washed with water, and dried over sodium sulfate The ethyl acetate layer was distilled under reduced pressure...